The task is: describe an organic reaction: reactants, conditions, products, and yield. This data is from the Open Reaction Database (ORD), a public repository of structured organic reaction records. Starting materials: C(=O)([O-])[O-].[K+].[K+] (K2CO3), S(=O)(=O)(O)O.CN(C(=N)N)C (1,1-dimethylguanidine sulfate), C(=O)(OC(C)(C)C)N1CC(C(CC1)C(=O)OCC)=O (ethyl N—BOC-3-oxopiperidine-4-carboxylate), [Al] (aluminium). Run in CO (MeOH), O (H2O). Product: CN(C=1N=C(C2=C(N1)CN(CC2)C(=O)OC(C)(C)C)O)C (tert-butyl 2-(dimethylamino)-4-hydroxy-5,6-dihydropyrido[3,4-d]pyrimidine-7(8H)-carboxylate). RXN SMILES: C([O-])([O-])=O.[K+].[K+].S(O)(O)(=O)=O.[CH3:12][N:13]([CH3:17])[C:14]([NH2:16])=[NH:15].[C:18]([N:25]1[CH2:30][CH2:29][CH:28]([C:31](OCC)=[O:32])[C:27](=O)[CH2:26]1)([O:20][C:21]([CH3:24])([CH3:23])[CH3:22])=[O:19].[Al]>CO.O>[CH3:12][N:13]([CH3:17])[C:14]1[N:16]=[C:31]([OH:32])[C:28]2[CH2:29][CH2:30][N:25]([C:18]([O:20][C:21]([CH3:23])([CH3:22])[CH3:24])=[O:19])[CH2:26][C:27]=2[N:15]=1 |f:0.1.2,3.4|. Procedure details: K2CO3 (563 mg, 4.07 mmol) and 1,1-dimethylguanidine sulfate (566 mg, 2.04 mmol) were added to a suspension of ethyl N—BOC-3-oxopiperidine-4-carboxylate in MeOH (2 mL) and H2O (1 mL) in a 40 mL vial. The reaction was heated in an aluminium block at 70° C. for 90 minutes. LCMS analysis showed that the reaction was complete. The mixture was acidified to pH 3 and extracted with DCM (3×). The combined organic extracts were dried over MgSO4, filtered and concentrated to obtain tert-butyl 2-(dimethylam... Reactants: Cl (hydrochloric acid), C1=C(C=CC2=CC(=CC=C12)C(=O)OC)C(=O)OC (dimethyl 2,6-naphthalene dicarboxylate), CC(C(C)(C)C)=O (pinacolone), [H-].[Na+] (sodium hydride). Run in O1CCCC1 (tetrahydrofuran). Yields the product CC(C(CC(=O)C1=CC2=CC=C(C=C2C=C1)C(CC(C(C)(C)C)=O)=O)=O)(C)C (2,6-bis(4,4-dimethyl-3-oxopentanoyl)-naphthalene). The yield is 67.4%. As a reaction SMILES: [CH:1]1[C:10]2[C:5](=[CH:6][C:7]([C:11]([O:13]C)=O)=[CH:8][CH:9]=2)[CH:4]=[CH:3][C:2]=1[C:15]([O:17]C)=O.[CH3:19][C:20](=[O:25])[C:21]([CH3:24])([CH3:23])[CH3:22].[H-].[Na+].Cl>O1CCCC1>[CH3:22][C:21]([CH3:24])([CH3:23])[C:20](=[O:25])[CH2:19][C:11]([C:7]1[CH:8]=[CH:9][C:10]2[C:5](=[CH:4][CH:3]=[C:2]([C:15](=[O:17])[CH2:19][C:20](=[O:25])[C:21]([CH3:24])([CH3:23])[CH3:22])[CH:1]=2)[CH:6]=1)=[O:13] |f:2.3|. Procedure: To 2.0 gm of dimethyl 2,6-naphthalene dicarboxylate and 2.8 gm of pinacolone, which had been dissolved in 25 ml of anhydrous tetrahydrofuran, 1.1 gm of 60% sodium hydride was added. The mixture was reacted at 60° C. for 4 hours while stirring. The reaction mixture was poured into ice-cooled 2N hydrochloric acid. Organic substances were extracted using chloroform and, after evaporating the solvent, recrystallized in a mixed solvent of chloroform-methanol to obtain 2.1 gm of the target compound as... Starting materials: BrC=1C(=C(C(=O)OCC)C=CC1)F (ethyl 3-bromo-2-fluorobenzoate), COC1=CC=C(C=C1)CS ((4-methoxyphenyl)methanethiol), C(C)(C)N(CC)C(C)C (diisopropyl ethyl amine). Reagents/catalysts: C=1C=CC(=CC1)/C=C/C(=O)/C=C/C2=CC=CC=C2.C=1C=CC(=CC1)/C=C/C(=O)/C=C/C2=CC=CC=C2.C=1C=CC(=CC1)/C=C/C(=O)/C=C/C2=CC=CC=C2.[Pd].[Pd] (Pd2(dba)3), CC1(C2=C(C(=CC=C2)P(C3=CC=CC=C3)C4=CC=CC=C4)OC5=C(C=CC=C51)P(C6=CC=CC=C6)C7=CC=CC=C7)C (xantphos). Run in O1CCOCC1 (1,4-dioxane), CCCCCC (hexane). Run at temperature 90 celsius, time 2 hour. The product is FC1=C(C(=O)OCC)C=CC=C1SCC1=CC=C(C=C1)OC (ethyl 2-fluoro-3-((4-methoxybenzyl)thio)benzoate). The yield is 87.7%. As a reaction SMILES: Br[C:2]1[C:3]([F:13])=[C:4]([CH:10]=[CH:11][CH:12]=1)[C:5]([O:7][CH2:8][CH3:9])=[O:6].[CH3:14][O:15][C:16]1[CH:21]=[CH:20][C:19]([CH2:22][SH:23])=[CH:18][CH:17]=1.C(N(C(C)C)CC)(C)C>O1CCOCC1.CCCCCC.C1C=CC(/C=C/C(/C=C/C2C=CC=CC=2)=O)=CC=1.C1C=CC(/C=C/C(/C=C/C2C=CC=CC=2)=O)=CC=1.C1C=CC(/C=C/C(/C=C/C2C=CC=CC=2)=O)=CC=1.[Pd].[Pd].CC1(C)C2C(=C(P(C3C=CC=CC=3)C3C=CC=CC=3)C=CC=2)OC2C(P(C3C=CC=CC=3)C3C=CC=CC=3)=CC=CC1=2>[F:13][C:3]1[C:2]([S:23][CH2:22][C:19]2[CH:20]=[CH:21][C:16]([O:15][CH3:14])=[CH:17][CH:18]=2)=[CH:12][CH:11]=[CH:10][C:4]=1[C:5]([O:7][CH2:8][CH3:9])=[O:6] |f:5.6.7.8.9|. Reported procedure: 1,4-dioxane (250 mL) was degassed by purging with N2 gas for 30 min and to this, were added a solution of compound 2 (13.2 g, 53.4 mmol) in 1,4-dioxane (50 mL; degassed), (4-methoxyphenyl)methanethiol (PMBSH) (8.2 g, 53.4 mmol), xantphos (1.54 g, 2.66 mmol), diisopropyl ethyl amine (19.6 mL, 106.8 mmol) and Pd2(dba)3 (1.22 g, 1.33 mmol) at RT. The reaction mixture was heated to 90° C. and stirred for 2 h. The reaction was monitored by TLC; after completion of the reaction, the reaction mixture w...